Dataset: the Open Reaction Database (ORD), a public repository of structured organic reaction records. Task: describe an organic reaction: reactants, conditions, products, and yield Reactants: BrCN1C(C=2C(C1=O)=CC(=CC2)NS(=O)(=O)C2=CC=C(C=C2)C)=O (N-Bromomethyl-4-(p-toluenesulfonamido)phthalimide), [Na] (sodium), SC1=NN=NN1C1=CC=CC=C1 (5-mercapto-1-phenyltetrazole). Run in O1CCCC1 (tetrahydrofuran), O1CCCC1 (tetrahydrofuran). Run at time 2 hour. Yields the product C1(=CC=CC=C1)C(N1C(C=2C(C1=O)=CC(=CC2)NS(=O)(=O)C2=CC=C(C=C2)C)=O)SC2=NN=NN2 (N-(1-phenyl-5-tetrazolylthiomethyl)-4-(p-toluenesulfonamido)phthalimide). The yield is 191.4%. RXN SMILES: Br[CH2:2][N:3]1[C:7](=[O:8])[C:6]2=[CH:9][C:10]([NH:13][S:14]([C:17]3[CH:22]=[CH:21][C:20]([CH3:23])=[CH:19][CH:18]=3)(=[O:16])=[O:15])=[CH:11][CH:12]=[C:5]2[C:4]1=[O:24].[Na].[SH:26][C:27]1[N:31](C2C=CC=CC=2)[N:30]=[N:29][N:28]=1>O1CCCC1>[C:5]1([CH:2]([S:26][C:27]2[NH:31][N:30]=[N:29][N:28]=2)[N:3]2[C:7](=[O:8])[C:6]3=[CH:9][C:10]([NH:13][S:14]([C:17]4[CH:22]=[CH:21][C:20]([CH3:23])=[CH:19][CH:18]=4)(=[O:16])=[O:15])=[CH:11][CH:12]=[C:5]3[C:4]2=[O:24])[CH:6]=[CH:9][CH:10]=[CH:11][CH:12]=1 |^1:24|. Procedure details: N-Bromomethyl-4-(p-toluenesulfonamido)phthalimide (13 g) was dissolved in tetrahydrofuran (200 ml) and thereto a tetrahydrofuran solution (100 ml) of the sodium salt of 5-mercapto-1-phenyltetrazole (6 g) was slowly added at room temperature. The reaction mixture was allowed to stand at room temperature for 2 hours. Thereafter, the reaction mixture was poured into ice-cold water, and the crystals precipitated were recovered by filtration to obtain a crude product. The thus obtained crude product ... Procedure details: For example, 4-pentenoic acid or an ester thereof yields γ-hydroxymethyl-γ-butyrolactone (5-hydroxymethyldihydrofuran-2-one) in a high yield. Cyclopentene-3-acetic acid yields 2,3-dihydroxycyclopentaneacetic acid γ-lactone, and 5-norbornene-2-carboxylic acid yields 5,6-dihydroxybicyclo[2.2.1]octane-2-carboxylic acid γ-lactone (5-hydroxy-2,6-norbornanecarbolactone=5-hydroxy-3-oxatricyclo[4.2. 1.04,8]nonan-2-one) in high yields. The product is C1=CC(CC1)CC(=O)O (Cyclopentene-3-acetic acid), 2,3-dihydroxycyclopentaneacetic acid γ-lactone, C12C(CC(C=C1)C2)C(=O)O (5-norbornene-2-carboxylic acid). Starting materials: ester, OCC1CCC(=O)O1 (γ-hydroxymethyl-γ-butyrolactone), C(CCC=C)(=O)O (4-pentenoic acid). Reaction SMILES: [C:1]([OH:7])(=[O:6])[CH2:2][CH2:3][CH:4]=[CH2:5].O[CH2:9][CH:10]1[O:15][C:13](=[O:14])[CH2:12][CH2:11]1>>[CH:5]1[CH2:10][CH2:9][CH:3]([CH2:2][C:1]([OH:7])=[O:6])[CH:4]=1.[CH:2]12[CH2:3][CH:10]([CH:9]=[CH:1]1)[CH2:11][CH:12]2[C:13]([OH:15])=[O:14]. The reactants are C1CCOC1, CCOC(=O)c1cc(F)cc(C(C2CN(C(c3ccc(Cl)cc3)c3cccc(C#N)c3)C2)C(C)(C)F)c1, ClCCl, O. Product: CC(C)(F)C(c1cc(F)cc(CO)c1)C1CN(C(c2ccc(Cl)cc2)c2cccc(C#N)c2)C1. RXN SMILES: [CH2:42]1[O:43][CH2:44][CH2:45][CH2:46]1.[Cl:1][c:2]1[cH:3][cH:4][c:5]([CH:8]([N:9]2[CH2:10][CH:11]([CH:13]([C:14]([CH3:15])([CH3:16])[F:17])[c:18]3[cH:19][c:20]([C:21](=[O:22])[O:23][CH2:24][CH3:25])[cH:26][c:27]([F:29])[cH:28]3)[CH2:12]2)[c:30]2[cH:31][c:32]([C:36]#[N:37])[cH:33][cH:34][cH:35]2)[cH:6][cH:7]1.[Cl:38][CH2:39][Cl:40].[OH2:41]>>[Cl:1][c:2]1[cH:3][cH:4][c:5]([CH:8]([N:9]2[CH2:10][CH:11]([CH:13]([C:14]([CH3:15])([CH3:16])[F:17])[c:18]3[cH:19][c:20]([CH2:21][OH:22])[cH:26][c:27]([F:29])[cH:28]3)[CH2:12]2)[c:30]2[cH:31][c:32]([C:36]#[N:37])[cH:33][cH:34][cH:35]2)[cH:6][cH:7]1. Reactants: CCOP(C)OCC, CC#N, O=[N+]([O-])c1ccc(Cl)cc1[N+](=O)[O-]. Yields the product CCOP(C)(=O)c1cc(Cl)ccc1[N+](=O)[O-]. As a reaction SMILES: [CH3:14][P:15]([O:16][CH2:17][CH3:18])[O:19][CH2:20][CH3:21].[CH3:22][C:23]#[N:24].[Cl:1][c:2]1[cH:3][c:4]([N+:11]([O-:12])=[O:13])[c:5]([N+:8](=[O:9])[O-:10])[cH:6][cH:7]1>>[Cl:1][c:2]1[cH:3][c:4]([P:15]([CH3:14])([O:16][CH2:17][CH3:18])=[O:19])[c:5]([N+:8](=[O:9])[O-:10])[cH:6][cH:7]1. Starting materials: C1CCOC1, CN1CCN(c2ccc(N)cc2)CC1, CNC(=O)c1cccc(Sc2ccc3c(c2)NC(=O)C3=CO)c1. Product: CNC(=O)c1cccc(Sc2ccc3c(c2)NC(=O)C3=CNc2ccc(N3CCN(C)CC3)cc2)c1. As a reaction SMILES: [CH2:38]1[O:39][CH2:40][CH2:41][CH2:42]1.[CH3:24][N:25]1[CH2:26][CH2:27][N:28]([c:31]2[cH:32][cH:33][c:34]([NH2:37])[cH:35][cH:36]2)[CH2:29][CH2:30]1.[OH:1][CH:2]=[C:3]1[C:4](=[O:23])[NH:5][c:6]2[cH:7][c:8]([S:12][c:13]3[cH:14][c:15]([C:16](=[O:17])[NH:18][CH3:19])[cH:20][cH:21][cH:22]3)[cH:9][cH:10][c:11]21>>[CH:2](=[C:3]1[C:4](=[O:23])[NH:5][c:6]2[cH:7][c:8]([S:12][c:13]3[cH:14][c:15]([C:16](=[O:17])[NH:18][CH3:19])[cH:20][cH:21][cH:22]3)[cH:9][cH:10][c:11]21)[NH:37][c:34]1[cH:33][cH:32][c:31]([N:28]2[CH2:27][CH2:26][N:25]([CH3:24])[CH2:30][CH2:29]2)[cH:36][cH:35]1.